From a dataset of the Open Reaction Database (ORD), a public repository of structured organic reaction records. describe an organic reaction: reactants, conditions, products, and yield Reactants: NC1=CC=C2C(=N1)C(=CN2)C2CCN(CC2)C (5-amino-3-(1-methylpiperidin-4-yl)pyrrolo[3,2-b]pyridine), CC(C(=O)Cl)C (2-methylpropanoyl chloride). The product is CC(C(=O)NC1=CC=C2C(=N1)C(=CN2)C2CCN(CC2)C)C (5-(N-[2-methylpropanoyl]amino)-3-(1-methylpiperidin-4-yl)pyrrolo[3,2-b]pyridine). Yield: 756.6%. RXN SMILES: [NH2:1][C:2]1[N:7]=[C:6]2[C:8]([CH:11]3[CH2:16][CH2:15][N:14]([CH3:17])[CH2:13][CH2:12]3)=[CH:9][NH:10][C:5]2=[CH:4][CH:3]=1.[CH3:18][CH:19]([CH3:23])[C:20](Cl)=[O:21]>>[CH3:18][CH:19]([CH3:23])[C:20]([NH:1][C:2]1[N:7]=[C:6]2[C:8]([CH:11]3[CH2:16][CH2:15][N:14]([CH3:17])[CH2:13][CH2:12]3)=[CH:9][NH:10][C:5]2=[CH:4][CH:3]=1)=[O:21]. Procedure: Beginning with 0.35 gm (0.154 mMol) 5-amino-3-(1-methylpiperidin-4-yl)pyrrolo[3,2-b]pyridine and 0.20 mL (0.193 mMol) 2-methylpropanoyl chloride, 0.35 gm (75%) of the title compound were prepared essentially by the procedure described in Example 8. Procedure details: Reaction of 2-methyl-5,6,7,8-tetrahydroquinoline with phenyl lithium and carbon dioxide followed by esterification according to the general method described in Examples 1B and 6B gave an inseparable mixture of methyl-2-methyl-5,6,7,8-tetrahydroquinoline-8-carboxylate and methyl 5,6,7,8-tetrahydroquinoline-2-acetate which was converted without purification to a mixture of 2-methyl-5,6,7,8-tetrahydroquinoline-8-carboxamide and 5,6,7,8-tetrahydroquinoline-2-acetamide by reaction with ammonia using ... Reaction SMILES: CC1C=CC2CCCCC=2[N:3]=1.C1([Li])C=CC=CC=1.C(=O)=O.C[O:23][C:24]([CH:26]1[C:35]2[N:34]=[C:33]([CH3:36])[CH:32]=[CH:31][C:30]=2[CH2:29][CH2:28][CH2:27]1)=O.N1C2CCCCC=2C=CC=1CC(OC)=O>>[CH3:36][C:33]1[CH:32]=[CH:31][C:30]2[CH2:29][CH2:28][CH2:27][CH:26]([C:24]([NH2:3])=[O:23])[C:35]=2[N:34]=1. The product is CC1=NC=2C(CCCC2C=C1)C(=O)N (2-Methyl-5,6,7,8-tetrahydroquinoline-8-carboxamide). The yield is 30.0%. The reactants are CC1=NC=2CCCCC2C=C1 (2-methyl-5,6,7,8-tetrahydroquinoline), C1(=CC=CC=C1)[Li] (phenyl lithium), C(=O)=O (carbon dioxide), COC(=O)C1CCCC=2C=CC(=NC12)C (methyl-2-methyl-5,6,7,8-tetrahydroquinoline-8-carboxylate), N1=C(C=CC=2CCCCC12)CC(=O)OC (methyl 5,6,7,8-tetrahydroquinoline-2-acetate), 6B. The reactants are NC1=CC=C(C=C1)N1N=C(C=C1C(F)(F)F)C(F)(F)F (1(4′-Aminophenyl)-3,5-bis(trifluoromethyl)pyrazole), CN(C)C1=NC=CC=C1 (dimethylaminopyridine), C1(CCCCC1)C(=O)O (cyclohexanecarboxylic acid), C(CCl)Cl (EDC). Run in C(Cl)Cl (CH2Cl2), C(Cl)Cl (CH2Cl2). Run at time 15 minute. The product is FC(C1=NN(C(=C1)C(F)(F)F)C1=CC=C(C=C1)NC(=O)C1CCCCC1)(F)F (N-{4-[3,5-bis(Trifluoromethyl)pyrazol-1-yl]phenyl}cyclohexanecarboxamide). As a reaction SMILES: [CH:1]1([C:7]([OH:9])=O)[CH2:6][CH2:5][CH2:4][CH2:3][CH2:2]1.C(Cl)CCl.[NH2:14][C:15]1[CH:20]=[CH:19][C:18]([N:21]2[C:25]([C:26]([F:29])([F:28])[F:27])=[CH:24][C:23]([C:30]([F:33])([F:32])[F:31])=[N:22]2)=[CH:17][CH:16]=1.CN(C1C=CC=CN=1)C>C(Cl)Cl>[F:33][C:30]([F:31])([F:32])[C:23]1[CH:24]=[C:25]([C:26]([F:27])([F:28])[F:29])[N:21]([C:18]2[CH:17]=[CH:16][C:15]([NH:14][C:7]([CH:1]3[CH2:2][CH2:3][CH2:4][CH2:5][CH2:6]3)=[O:9])=[CH:20][CH:19]=2)[N:22]=1. Procedure: A mixture of cyclohexanecarboxylic acid (0.10 g, 0.8 mmol) and EDC (0.077 g, 0.4 mmol) in CH2Cl2 (1.5 mL) was stirred for 15 minutes. 1(4′-Aminophenyl)-3,5-bis(trifluoromethyl)pyrazole (0.059 g, 0.2 mmol) was added followed by dimethylaminopyridine (0.01 g, 0.1 mmol). After 3 hours the mixture was diluted with CH2Cl2 (50 mL), washed with 10% NaHCO3 (2×50 mL), brine (3×25mL), and dried over anhydrous Na2SO4. Evaporation of the solvent gave the above-named compound as a solid that crystallized fro... Starting materials: BrCC=1OC2=C(N1)C=C(C=C2)C2=CC=CC=C2 (2-Bromomethyl-5-phenyl-benzoxazole), C(C)(=O)[O-].[Cs+] (cesium acetate). The solvent is CN(C)C=O (DMF), C(C)(=O)OCC (ethyl acetate). Reaction conditions: time 8 hour. Product: C1(=CC=CC=C1)C=1C=CC2=C(N=C(O2)COC(C)=O)C1 (Acetic acid 5-phenyl-benzoxazol-2-ylmethyl ester). Reaction SMILES: Br[CH2:2][C:3]1[O:4][C:5]2[CH:11]=[CH:10][C:9]([C:12]3[CH:17]=[CH:16][CH:15]=[CH:14][CH:13]=3)=[CH:8][C:6]=2[N:7]=1.[C:18]([O-:21])(=[O:20])[CH3:19].[Cs+]>CN(C=O)C.C(OCC)(=O)C>[C:12]1([C:9]2[CH:10]=[CH:11][C:5]3[O:4][C:3]([CH2:2][O:21][C:18](=[O:20])[CH3:19])=[N:7][C:6]=3[CH:8]=2)[CH:17]=[CH:16][CH:15]=[CH:14][CH:13]=1 |f:1.2|. Procedure: A mixture of 2-bromomethyl-5-phenyl-benzoxazole 49 (440 mg, 1.53 mmol) and cesium acetate (585 mg, 3.06 mmol) in 5 ml DMF was stirred overnight at room temperature. The reaction mixture was diluted with ethyl acetate, washed with brine, dried, filtered and concentrated to yield acetic acid 5-phenyl-benzoxazole-2-ylmethyl ester 50. Yields the product CC1CCC(N(CCc2ccc(Cl)cc2)C(=O)Nc2ncc(SC(C)(C)C(=O)O)s2)CC1. Starting materials: CCOC(=O)C(C)(C)Sc1cnc(N)s1, CC1CCC(N(CCc2ccccc2)C(=O)Nc2ncc(SC(C)(C)C(=O)O)s2)CC1, Clc1ccc(CCI)cc1. RXN SMILES: [CH2:42]([O:43][C:44](=[O:45])[C:46]([S:47][c:48]1[s:49][c:50]([NH2:51])[n:52][cH:53]1)([CH3:54])[CH3:55])[CH3:56].[CH3:1][C:2]([C:3](=[O:4])[OH:5])([CH3:6])[S:7][c:8]1[cH:9][n:10][c:11]([NH:13][C:14](=[O:15])[N:16]([CH2:17][CH2:18][c:19]2[cH:20][cH:21][cH:22][cH:23][cH:24]2)[CH:25]2[CH2:26][CH2:27][CH:28]([CH3:31])[CH2:29][CH2:30]2)[s:12]1.[Cl:32][c:33]1[cH:34][cH:35][c:36]([CH2:37][CH2:38][I:39])[cH:40][cH:41]1>>[CH3:1][C:2]([C:3](=[O:4])[OH:5])([CH3:6])[S:7][c:8]1[cH:9][n:10][c:11]([NH:13][C:14](=[O:15])[N:16]([CH2:17][CH2:18][c:19]2[cH:20][cH:21][c:22]([Cl:32])[cH:23][cH:24]2)[CH:25]2[CH2:26][CH2:27][CH:28]([CH3:31])[CH2:29][CH2:30]2)[s:12]1. Reactants: product, C(C1=CC=CC=C1)(=S)N (thiobenzamide), N (ammonia). Solvent: CN(C)C=O (DMF). Reaction conditions: time 6 hour. Product: C1(=CC=CC=C1)C=1SC=2CNCCC2N1 (2-Phenyl-4,5,6,7-tetrahydrothiazolo[5,4-c]pyridine). RXN SMILES: [C:1]([NH2:9])(=[S:8])[C:2]1[CH:7]=[CH:6][CH:5]=[CH:4][CH:3]=1.[NH3:10]>CN(C=O)C>[C:2]1([C:1]2[S:8][C:3]3[CH2:4][NH:10][CH2:6][CH2:7][C:2]=3[N:9]=2)[CH:7]=[CH:6][CH:5]=[CH:4][CH:3]=1. Procedure: 4.5 g of the product of step a) are charged to a round-bottomed flask with 34 ml of DMF and 2.6 g of thiobenzamide. Heating is carried out at a temperature of 60° C. for 6 hours. An aqueous ammonia solution is added until a basic pH is obtained and evaporation is carried out under vacuum. The reactants are C(#N)C(=CC1=CC=2C(=NC=CC2O1)NC(C1=CC=CC=C1)=O)C(C)=O (N-{2-(2-Cyano-3-oxobut-1-en-1-yl)furo[3,2-c]pyridin-4-yl}benzamide), NC(=CC#N)C1=CC=C(C=C1)F (3-Amino-3-(4-fluorophenyl)prop-2-enenitrile). Solvent: C(C)(=O)O (acetic acid). Conditions: temperature 110 celsius, time 30 minute. The product is C(#N)C1=C(NC(=C(C1C1=CC=2C(=NC=CC2O1)NC(C1=CC=CC=C1)=O)C#N)C)C1=CC=C(C=C1)F (N-{2-[3,5-Dicyano-2-(4-fluorophenyl)-6-methyl-1,4-dihydropyridin-4-yl]furo[3,2-c]pyridin-4-yl}-benzamide). Reaction SMILES: [C:1]([C:3]([C:23](=O)[CH3:24])=[CH:4][C:5]1[O:13][C:12]2[CH:11]=[CH:10][N:9]=[C:8]([NH:14][C:15](=[O:22])[C:16]3[CH:21]=[CH:20][CH:19]=[CH:18][CH:17]=3)[C:7]=2[CH:6]=1)#[N:2].[NH2:26][C:27]([C:31]1[CH:36]=[CH:35][C:34]([F:37])=[CH:33][CH:32]=1)=[CH:28][C:29]#[N:30]>C(O)(=O)C>[C:29]([C:28]1[CH:4]([C:5]2[O:13][C:12]3[CH:11]=[CH:10][N:9]=[C:8]([NH:14][C:15](=[O:22])[C:16]4[CH:21]=[CH:20][CH:19]=[CH:18][CH:17]=4)[C:7]=3[CH:6]=2)[C:3]([C:1]#[N:2])=[C:23]([CH3:24])[NH:26][C:27]=1[C:31]1[CH:32]=[CH:33][C:34]([F:37])=[CH:35][CH:36]=1)#[N:30]. Procedure: A mixture of 200 mg (0.604 mmol) N-{2-(2-cyano-3-oxobut-1-en-1-yl)furo[3,2-c]pyridin-4-yl}benzamide (Example 4A) and 117 mg (0.724 mmol) 3-amino-3-(4-fluorophenyl)prop-2-enenitrile (Example 5A) in acetic acid (2 ml) was stirred for 30 min at 110° C. Upon cooling, the mixture was concentrated under reduced pressure, and the residue was directly purified by preparative RP-HPLC (acetonitrile/water+0.1% TFA gradient, final mixture 90:10 v/v) to yield 235 mg (82% of th.) of the racemic title compound... Starting materials: OC1=CC=CC2=C1C=C(O2)C(=O)N (4-hydroxybenzofuran-2-carboxamide), C(C)Br (ethyl bromide), C([O-])([O-])=O.[K+].[K+] (potassium carbonate), CN(C)C=O (DMF), ice water. Run in CC(=O)C (acetone). Product: C(C)OC1=CC=CC2=C1C=C(O2)C(=O)N (4-ethoxybenzofuran-2-carboxamide). Isolated yield 99.4%. RXN SMILES: [OH:1][C:2]1[C:7]2[CH:8]=[C:9]([C:11]([NH2:13])=[O:12])[O:10][C:6]=2[CH:5]=[CH:4][CH:3]=1.[CH2:14](Br)[CH3:15].C(=O)([O-])[O-].[K+].[K+].CN(C=O)C>CC(C)=O>[CH2:14]([O:1][C:2]1[C:7]2[CH:8]=[C:9]([C:11]([NH2:13])=[O:12])[O:10][C:6]=2[CH:5]=[CH:4][CH:3]=1)[CH3:15] |f:2.3.4|. Reported procedure: A mixture of 1 g (5.64 mmol) of 4-hydroxybenzofuran-2-carboxamide, 0.5 ml (6.77 mmol) of ethyl bromide, 1.56 g (11.3 mmol) of potassium carbonate, 6 ml of anhydrous DMF and 50 ml of anhydrous acetone was heated at reflux over 24 hours. Subsequently, the mixture was poured on to 70 ml of ice-water, extracted twice with 100 ml of ethyl acetate each time and the combined organic phases were washed once with 100 ml of saturated sodium chloride solution, dried over magnesium sulfate and concentrated ... Reactants: C(C)(C)(C)OC(=O)N(\N=C\C(=O)OCC)CC=C (E-ethyl 2-(2-t-butoxycarbonyl-2-allylhydrazono)acetate), FC(C(=O)O)(F)F (trifluoroacetic acid). Solvent: ClCCl (dichloromethane). Conditions: time 1 hour. Yields the product C(C=C)N\N=C\C(=O)OCC (E-ethyl 2-(2-allylhydrazono)acetate). Yield: 35.5%. As a reaction SMILES: C(OC([N:8]([CH2:16][CH:17]=[CH2:18])/[N:9]=[CH:10]/[C:11]([O:13][CH2:14][CH3:15])=[O:12])=O)(C)(C)C.FC(F)(F)C(O)=O>ClCCl>[CH2:16]([NH:8]/[N:9]=[CH:10]/[C:11]([O:13][CH2:14][CH3:15])=[O:12])[CH:17]=[CH2:18]. Procedure: To a solution of E-ethyl 2-(2-t-butoxycarbonyl-2-allylhydrazono)acetate (8.65 g, 33.7 mmol) in dichloromethane (60 ml) was added trifluoroacetic acid (15 ml) at 3° C. After being stirred at room temperature for 1 hour, concentrated in vacuo. The residue was added to a saturated aqueous sodium hydrogen carbonate solution (300 ml), and extracted with ethyl acetate. The combined organic layer was washed with saturated brine, dried over anhydrous magnesium sulfate, and concentrated under reduced pre...